This data is from the Open Reaction Database (ORD), a public repository of structured organic reaction records. The task is: describe an organic reaction: reactants, conditions, products, and yield Starting materials: N1(CCOCC1)C1=NC(=NC(=N1)C1=CC=C(C=C1)NC(NC1=CC=NC=C1)=O)NC1CN(C1)C(=O)OC(C)(C)C (tert-butyl 3-[(4-morpholin-4-yl-6-{4-[(pyridine-4-ylcarbamoyl)amino]phenyl}-1,3,5-triazin-2-yl)amino]azetidine-1-carboxylate), C(=O)(C(F)(F)F)O (TFA). Solvent: C(Cl)Cl (DCM). Run at time 24 hour. The product is N1CC(C1)NC1=NC(=NC(=N1)N1CCOCC1)C1=CC=C(C=C1)NC(=O)NC1=CC=NC=C1 (1-{4-[4-(azetidin-3-ylamino)-6-morpholin-4-yl-1,3,5-triazin-2-yl]phenyl}-3-pyridin-4-ylurea). As a reaction SMILES: [N:1]1([C:7]2[N:12]=[C:11]([C:13]3[CH:18]=[CH:17][C:16]([NH:19][C:20](=[O:28])[NH:21][C:22]4[CH:27]=[CH:26][N:25]=[CH:24][CH:23]=4)=[CH:15][CH:14]=3)[N:10]=[C:9]([NH:29][CH:30]3[CH2:33][N:32](C(OC(C)(C)C)=O)[CH2:31]3)[N:8]=2)[CH2:6][CH2:5][O:4][CH2:3][CH2:2]1.C(O)(C(F)(F)F)=O>C(Cl)Cl>[NH:32]1[CH2:31][CH:30]([NH:29][C:9]2[N:8]=[C:7]([N:1]3[CH2:6][CH2:5][O:4][CH2:3][CH2:2]3)[N:12]=[C:11]([C:13]3[CH:14]=[CH:15][C:16]([NH:19][C:20]([NH:21][C:22]4[CH:23]=[CH:24][N:25]=[CH:26][CH:27]=4)=[O:28])=[CH:17][CH:18]=3)[N:10]=2)[CH2:33]1. Procedure: To a stirred solution of tert-butyl 3-[(4-morpholin-4-yl-6-{4-[(pyridine-4-ylcarbamoyl)amino]phenyl}-1,3,5-triazin-2-yl)amino]azetidine-1-carboxylate 40 mg (0.073 mmoles) in DCM, (20 ml) TFA (1.5 ml) was added at room temperature and stirred for 24 hours. At the end, reaction mixture was concentrated and purified by Gilson HPLC, using ACN/water and TFA. Yield: 26 (81%); (M+H) 448.5. The reactants are CO, COc1cc(C(C)[SeH])nc(N(C)C(=O)[O-])n1, Cl, [K+], [OH-], O. The product is COc1cc(C(C)[SeH])nc(N)n1. Reaction SMILES: [CH3:21][OH:22].[CH3:4][N:5]([C:6](=[O:7])[O-:8])[c:9]1[n:10][c:11]([CH:17]([SeH:18])[CH3:19])[cH:12][c:13]([O:15][CH3:16])[n:14]1.[ClH:20].[K+:2].[OH-:1].[OH2:3]>>[NH2:5][c:9]1[n:10][c:11]([CH:17]([SeH:18])[CH3:19])[cH:12][c:13]([O:15][CH3:16])[n:14]1. Reactants: C(=O)([O-])[O-].[Na+].[Na+] (Na2CO3), B(Br)(Br)Br (BBr3), CNC(C1=C(C=C(C=C1)N1C(N(C(C1(COC)C)=O)C1=CC(=C(C=C1)C#N)C(F)(F)F)=S)F)=O (N-methyl-4-[5-methyl-5-(methoxymethyl)-4-oxo-2-thioxo-3-[3-(trifluoromethyl)-4-cyanophenyl]imidazolidin-1-yl]-2-fluorobenzamide), B(Br)(Br)Br (BBr3). The solvent is C(Cl)Cl (CH2Cl2). Run at temperature -78 celsius, time 3 hour. Yields the product CNC(C1=C(C=C(C=C1)N1C(N(C(C1(C)CO)=O)C1=CC(=C(C=C1)C#N)C(F)(F)F)=S)F)=O (N-methyl-4-[5-(hydroxymethyl)-5-methyl-4-oxo-2-thioxo-3-[3-(trifluoromethyl)-4-cyanophenyl]imidazolidin-1-yl]-2-fluorobenzamide). RXN SMILES: B(Br)(Br)Br.[CH3:5][NH:6][C:7](=[O:38])[C:8]1[CH:13]=[CH:12][C:11]([N:14]2[C:18]([CH3:22])([CH2:19][O:20]C)[C:17](=[O:23])[N:16]([C:24]3[CH:29]=[CH:28][C:27]([C:30]#[N:31])=[C:26]([C:32]([F:35])([F:34])[F:33])[CH:25]=3)[C:15]2=[S:36])=[CH:10][C:9]=1[F:37].C([O-])([O-])=O.[Na+].[Na+]>C(Cl)Cl>[CH3:5][NH:6][C:7](=[O:38])[C:8]1[CH:13]=[CH:12][C:11]([N:14]2[C:18]([CH2:19][OH:20])([CH3:22])[C:17](=[O:23])[N:16]([C:24]3[CH:29]=[CH:28][C:27]([C:30]#[N:31])=[C:26]([C:32]([F:35])([F:34])[F:33])[CH:25]=3)[C:15]2=[S:36])=[CH:10][C:9]=1[F:37] |f:2.3.4|. Reported procedure: BBr3 (53 mkl, 0.55 mmol) was added dropwise to solution of N-methyl-4-[5-methyl-5-(methoxymethyl)-4-oxo-2-thioxo-3-[3-(trifluoromethyl)-4-cyanophenyl]imidazolidin-1-yl]-2-fluorobenzamide (55 mg, 0.11 mmol) in CH2Cl2 (1.5 ml) in argon atmosphere at −78° C. The reaction mixture was stirred at −78° C. for 3 h and then for another 3 h at room temperature. After the reaction was completed the excess of BBr3 was neutralized by addition of 5% Na2CO3 solution (10 ml), the product was extracted with AcOE... The reactants are NC1=NC=CC=C1 (2-aminopyridine), C1(=CC=CC=C1)P(C1=CC=CC=C1)C1=CC=CC=C1 (triphenylphosphine), C1(CCCC1)CC(C(=O)O)C1=CC=C(C=C1)C1=CC=NC=C1 (3-cyclopentyl-2-(4-pyridin-4-yl-phenyl)-propionic acid), BrN1C(CCC1=O)=O (N-bromosuccinimide). Run in C(Cl)Cl (methylene chloride). Conditions: temperature 0 celsius, time 20 minute. Product: C1(CCCC1)CC(C(=O)NC1=NC=CC=C1)C1=CC=C(C=C1)C1=CC=NC=C1 (3-cyclopentyl-N-pyridin-2-yl-2-(4-pyridin-4-yl-phenyl)-propionamide). RXN SMILES: C1(P(C2C=CC=CC=2)C2C=CC=CC=2)C=CC=CC=1.BrN1C(=O)CCC1=O.[CH:28]1([CH2:33][CH:34]([C:38]2[CH:43]=[CH:42][C:41]([C:44]3[CH:49]=[CH:48][N:47]=[CH:46][CH:45]=3)=[CH:40][CH:39]=2)[C:35]([OH:37])=O)[CH2:32][CH2:31][CH2:30][CH2:29]1.[NH2:50][C:51]1[CH:56]=[CH:55][CH:54]=[CH:53][N:52]=1>C(Cl)Cl>[CH:28]1([CH2:33][CH:34]([C:38]2[CH:43]=[CH:42][C:41]([C:44]3[CH:45]=[CH:46][N:47]=[CH:48][CH:49]=3)=[CH:40][CH:39]=2)[C:35]([NH:50][C:51]2[CH:56]=[CH:55][CH:54]=[CH:53][N:52]=2)=[O:37])[CH2:32][CH2:31][CH2:30][CH2:29]1. Procedure: A solution of triphenylphosphine (59 mg, 0.22 mmol) in methylene chloride (1 mL) was cooled to 0° C. and then slowly treated with N-bromosuccinimide (39 mg, 0.22 mmol). The reaction mixture was stirred at 0° C. for 20 min and then treated with 3-cyclopentyl-2-(4-pyridin-4-yl-phenyl)-propionic acid (55 mg, 0.19 mmol). The resulting reaction mixture was stirred at 0° C. for 10 min and then allowed to warm to 25° C., where it was stirred for 20 min. The reaction mixture was then treated with 2-amin...